describe an organic reaction: reactants, conditions, products, and yield From a dataset of the Open Reaction Database (ORD), a public repository of structured organic reaction records. Reactants: CC1(CCN(C2=CC(=CC=C12)C#C[Si](C)(C)C)C1=CC=CC=C1)C (4,4-dimethyl-1,2,3,4-tetrahydro-N-phenyl-7-[2-(trimethylsilyl)ethynyl]quinoline), CC1(CCN(C2=CC(=CC=C12)C#C[Si](C)(C)C)C1=CC=CC=C1)C (4,4-dimethyl-1,2,3,4-tetrahydro-N-phenyl-7-[2-(trimethylsilyl)ethynyl]quinoline), C([O-])([O-])=O.[K+].[K+] (potassium carbonate). Solvent: CO (methanol). Run at time 20 hour. Product: CC1(CCN(C2=CC(=CC=C12)C#C)C1=CC=CC=C1)C (4,4-Dimethyl-1,2,3,4-tetrahydro-N-phenyl-7-ethynylquinoline). RXN SMILES: [CH3:1][C:2]1([CH3:24])[C:11]2[C:6](=[CH:7][C:8]([C:12]#[C:13][Si](C)(C)C)=[CH:9][CH:10]=2)[N:5]([C:18]2[CH:23]=[CH:22][CH:21]=[CH:20][CH:19]=2)[CH2:4][CH2:3]1.C(=O)([O-])[O-].[K+].[K+]>CO>[CH3:1][C:2]1([CH3:24])[C:11]2[C:6](=[CH:7][C:8]([C:12]#[CH:13])=[CH:9][CH:10]=2)[N:5]([C:18]2[CH:23]=[CH:22][CH:21]=[CH:20][CH:19]=2)[CH2:4][CH2:3]1 |f:1.2.3|. Procedure: To a solution of 0.050 g (0.15 mmol) of 4,4-dimethyl-1,2,3,4-tetrahydro-N-phenyl-7-[2-(trimethylsilyl)ethynyl]quinoline (Compound 7) in 4.0 mL of methanol was added 0.032 g (0.23 mmol) of potassium carbonate, and the resulting mixture was stirred at room temperature for 20 hours. The mixture was then concentrated in vacuo, water was added, and the mixture was extracted with diethyl ether (2x). The organic layers were washed with brine, dried (Na2SO4), filtered, and concentrated in vacuo to give ... The reactants are [N+](=O)([O-])C1=CC=C(N1)C#N (5-nitropyrrole-2-carbonitrile), CC(C)([O-])C.[K+] (potassium tert-butoxide), ClCOCC (chloromethylethylether). Run in CCOCC (ether), O (water), C1CCOC1 (THF). Run at time 4 hour. The product is C(C)OCN1C(=CC=C1[N+](=O)[O-])C#N (1-(ethoxymethyl)-5-nitropyrrole-2-carbonitrile). Isolated yield 76.9%. Reaction SMILES: [N+:1]([C:4]1[NH:8][C:7]([C:9]#[N:10])=[CH:6][CH:5]=1)([O-:3])=[O:2].CC(C)([O-])C.[K+].Cl[CH2:18][O:19][CH2:20][CH3:21]>C1COCC1.CCOCC.O>[CH2:20]([O:19][CH2:18][N:8]1[C:4]([N+:1]([O-:3])=[O:2])=[CH:5][CH:6]=[C:7]1[C:9]#[N:10])[CH3:21] |f:1.2|. Procedure details: To a solution of 560 mg of 5-nitropyrrole-2-carbonitrile (4 mmol) in 20 mL of dry THF, is added 515 mg of potassium tert-butoxide (4.6 mmol). After the addition of 0.45 mL of chloromethylethylether (4.8 mmol) to the mixture, the mixture is stirred for 4 hours, then diluted with ether (30 mL) and water (50 mL). The organic layer is separated, washed with water MgSO4 (20 mL) and dried over MgSO4. After evaporation of the solvent a red oil is obtained (600 mg, 75%) 1-(ethoxymethyl)-5-nitropyrrole-2... Starting materials: FC1(OC2=C(O1)C=CC(=C2)C2(CC2)C(=O)NC2=NC(=C(C=C2)C)C=2C=NC(=NC2)OC)F (1-(2,2-difluorobenzo[d][1,3]dioxol-5-yl)-N-(6-(2-methoxypyrimidin-5-yl)-5-methylpyridin-2-yl)cyclopropanecarboxamide), [Si](C)(C)(C)I (TMSI). Run in CC#N (CH3CN). Conditions: temperature 75 celsius. Product: FC1(OC2=C(O1)C=CC(=C2)C2(CC2)C(=O)NC2=NC(=C(C=C2)C)C=2C=NC(=NC2)O)F (1-(2,2-difluorobenzo[d][1,3]dioxol-5-yl)-N-(6-(2-hydroxypyrimidin-5-yl)-5-methylpyridin-2-yl)cyclopropanecarboxamide). RXN SMILES: [F:1][C:2]1([F:32])[O:6][C:5]2[CH:7]=[CH:8][C:9]([C:11]3([C:14]([NH:16][C:17]4[CH:22]=[CH:21][C:20]([CH3:23])=[C:19]([C:24]5[CH:25]=[N:26][C:27]([O:30]C)=[N:28][CH:29]=5)[N:18]=4)=[O:15])[CH2:13][CH2:12]3)=[CH:10][C:4]=2[O:3]1.[Si](I)(C)(C)C>CC#N>[F:32][C:2]1([F:1])[O:6][C:5]2[CH:7]=[CH:8][C:9]([C:11]3([C:14]([NH:16][C:17]4[CH:22]=[CH:21][C:20]([CH3:23])=[C:19]([C:24]5[CH:25]=[N:26][C:27]([OH:30])=[N:28][CH:29]=5)[N:18]=4)=[O:15])[CH2:12][CH2:13]3)=[CH:10][C:4]=2[O:3]1. Procedure: To a solution of 1-(2,2-difluorobenzo[d][1,3]dioxol-5-yl)-N-(6-(2-methoxypyrimidin-5-yl)-5-methylpyridin-2-yl)cyclopropanecarboxamide (88 mg, 0.20 mmol) in CH3CN (2 mL) was added TMSI (80 mg, 0.40 mmol). The mixture was heated at 75° C. for 4 hours. The mixture was partitioned between ethyl acetate and H2O, and the aqueous layer was extracted with ethyl acetate (3×). The combined organic layers were washed with brine, dried over MgSO4, and concentrated under reduced pressure. The residue was pur... Starting materials: IC1=CC=C(C=C1)OCOC (1-iodo-4-(methoxymethoxy)benzene), C(C#C)(=O)OCC (Ethyl propiolate), O (H2O). The reagents and catalysts are [Cu-]=O (Copper(I) oxide). Solvent: CN(C)C=O (DMF). Conditions: temperature 110 celsius. The product is COCOC1=CC=C(C=C1)C#CC(=O)OCC (Ethyl 3-(4-(methoxymethoxy)phenyl)propiolate). Isolated yield 52.0%. As a reaction SMILES: I[C:2]1[CH:7]=[CH:6][C:5]([O:8][CH2:9][O:10][CH3:11])=[CH:4][CH:3]=1.[C:12]([O:16][CH2:17][CH3:18])(=[O:15])[C:13]#[CH:14].O>CN(C=O)C.[Cu-]=O>[CH3:11][O:10][CH2:9][O:8][C:5]1[CH:6]=[CH:7][C:2]([C:14]#[C:13][C:12]([O:16][CH2:17][CH3:18])=[O:15])=[CH:3][CH:4]=1. Reported procedure: Under an Ar atmosphere, a mixture of 1-iodo-4-(methoxymethoxy)benzene (500 mg, 1.89 mmol), Ethyl propiolate (371 mg, 3.78 mmol) and Copper(I) oxide (270 mg, 1.89 mmol) in DMF (10 ml) was heated at 110° C. for 16 h. After cooling, H2O was poured into the reaction mixture under ice cooling, and the whole was extracted with AcOEt. The organic layer was washed with H2O, brine, dried over Na2SO4, then concentrated. Purification by silica gel flash column chromatography (eluent: hexane/AcOEt, 15:1) ga... Reactants: CC1C(NCC1)=O (3-methylpyrrolidin-2-one), CsCO3, BrC1=CC2=C(N=C(S2)[C@@H]2C[C@H](C2)N2CCCCC2)C=C1 (6-bromo-2-[trans-3-(piperidin-1-yl)cyclobutyl]-1,3-benzothiazole), CC1(C2=C(C(=CC=C2)P(C3=CC=CC=C3)C4=CC=CC=C4)OC5=C(C=CC=C51)P(C6=CC=CC=C6)C7=CC=CC=C7)C (Xantphos), [Al] (aluminum). The reagents and catalysts are C=1C=CC(=CC1)/C=C/C(=O)/C=C/C2=CC=CC=C2.C=1C=CC(=CC1)/C=C/C(=O)/C=C/C2=CC=CC=C2.C=1C=CC(=CC1)/C=C/C(=O)/C=C/C2=CC=CC=C2.[Pd].[Pd] (Pd2(dba)3). Run at temperature 150 celsius. The product is N1(CCCCC1)[C@@H]1C[C@H](C1)C=1SC2=C(N1)C=CC(=C2)N2C(C(CC2)C)=O (2-[Trans-3-(piperidin-1-yl)cyclobutyl]-1,3-benzothiazol-6-yl-3-methyl-pyrrolidin-2-one), product. The yield is 55.0%. Reaction SMILES: Br[C:2]1[CH:20]=[CH:19][C:5]2[N:6]=[C:7]([C@H:9]3[CH2:12][C@H:11]([N:13]4[CH2:18][CH2:17][CH2:16][CH2:15][CH2:14]4)[CH2:10]3)[S:8][C:4]=2[CH:3]=1.CC1(C)C2C(=C(P(C3C=CC=CC=3)C3C=CC=CC=3)C=CC=2)OC2C(P(C3C=CC=CC=3)C3C=CC=CC=3)=CC=CC1=2.[CH3:63][CH:64]1[CH2:68][CH2:67][NH:66][C:65]1=[O:69].[Al]>C1C=CC(/C=C/C(/C=C/C2C=CC=CC=2)=O)=CC=1.C1C=CC(/C=C/C(/C=C/C2C=CC=CC=2)=O)=CC=1.C1C=CC(/C=C/C(/C=C/C2C=CC=CC=2)=O)=CC=1.[Pd].[Pd]>[N:13]1([C@H:11]2[CH2:12][C@H:9]([C:7]3[S:8][C:4]4[CH:3]=[C:2]([N:66]5[CH2:67][CH2:68][CH:64]([CH3:63])[C:65]5=[O:69])[CH:20]=[CH:19][C:5]=4[N:6]=3)[CH2:10]2)[CH2:18][CH2:17][CH2:16][CH2:15][CH2:14]1 |f:4.5.6.7.8|. Procedure details: To a microwave vial equipped with magnetic stir bar, 6-bromo-2-[trans-3-(piperidin-1-yl)cyclobutyl]-1,3-benzothiazole (3, 50 mg, 0.14 mmol) was added, Pd2(dba)3 (4.0 mg, 0.004 mmol), Xantphos (6.9 mg, 0.012 mmol) and CsCO3 (68 mg, 0.2 mmol), followed by 3-methylpyrrolidin-2-one (50 mg, 0.5 mmol). The reaction vial was then sealed with an aluminum cap, and placed under inert atmosphere by purging with N2. Dioxane (2 mL) was then introduced via a syringe. The reaction mixture was then subjected to... Reaction conditions: temperature 15 celsius, time 15 minute. RXN SMILES: [C:1]([CH:3]1[C:12]2[C:7](=[CH:8][CH:9]=[CH:10][CH:11]=2)[CH:6]=[N:5][N:4]1[C:13](=[O:17])[CH:14]([CH3:16])[CH3:15])#[N:2].[F:18][B-:19]([F:22])([F:21])[F:20].[H+]>C(O)(=O)C>[F:18][B-:19]([F:22])([F:21])[F:20].[NH2:2][C:1]1[O:17][C:13]([CH:14]([CH3:15])[CH3:16])=[N+:4]2[N:5]=[CH:6][C:7]3[C:12](=[CH:11][CH:10]=[CH:9][CH:8]=3)[C:3]=12 |f:1.2,4.5|. Reactants: C(#N)C1N(N=CC2=CC=CC=C12)C(C(C)C)=O (1-cyano-2-isobutyryl-1,2-dihydrophthalazine), F[B-](F)(F)F.[H+] (fluoroboric acid). Reported procedure: A stirred solution of 1-cyano-2-isobutyryl-1,2-dihydrophthalazine (12.6 g) in glacial acetic acid (50 ml) at 60° C. was treated with an aqueous solution of fluoroboric acid (48% w/v; 50 ml). After stirring for 15 minutes the mixture was chilled to 15° C. and stirring was continued for a further period of 1 hour. The solid which separated was collected, washed thoroughly with diethyl ether, and dried, to give 1-amino-3-isopropyloxazolo[4,3-a]phthalazinium tetrafluoroborate (15.58 g) in the form o... Product: F[B-](F)(F)F.NC=1OC(=[N+]2C1C1=CC=CC=C1C=N2)C(C)C (1-amino-3-isopropyloxazolo[4,3-a]phthalazinium tetrafluoroborate). The solvent is C(C)(=O)O (acetic acid).